This data is from the Open Reaction Database (ORD), a public repository of structured organic reaction records. The task is: describe an organic reaction: reactants, conditions, products, and yield Starting materials: CSc1ccc(-c2ccc(C(=O)C=Cc3ccc(O)c(Cl)c3Cl)s2)cc1, C1CCOC1. Yields the product CSc1ccc(-c2ccc(C(=O)CCc3ccc(O)c(Cl)c3Cl)s2)cc1. RXN SMILES: [Cl:1][c:2]1[c:3]([CH:10]=[CH:11][C:12](=[O:13])[c:14]2[s:15][c:16](-[c:19]3[cH:20][cH:21][c:22]([S:25][CH3:26])[cH:23][cH:24]3)[cH:17][cH:18]2)[cH:4][cH:5][c:6]([OH:9])[c:7]1[Cl:8].[O:27]1[CH2:28][CH2:29][CH2:30][CH2:31]1>>[Cl:1][c:2]1[c:3]([CH2:10][CH2:11][C:12](=[O:13])[c:14]2[s:15][c:16](-[c:19]3[cH:20][cH:21][c:22]([S:25][CH3:26])[cH:23][cH:24]3)[cH:17][cH:18]2)[cH:4][cH:5][c:6]([OH:9])[c:7]1[Cl:8].